From a dataset of the Open Reaction Database (ORD), a public repository of structured organic reaction records. describe an organic reaction: reactants, conditions, products, and yield Reactants: CO, Cc1ccccc1, O=C(O)C1=NN(c2ccc(Cl)cc2Cl)C(c2ccc(Cl)cc2)C1. Product: COC(=O)C1=NN(c2ccc(Cl)cc2Cl)C(c2ccc(Cl)cc2)C1. As a reaction SMILES: [CH3:24][OH:25].[CH3:26][c:27]1[cH:28][cH:29][cH:30][cH:31][cH:32]1.[Cl:1][c:2]1[cH:3][cH:4][c:5]([CH:8]2[CH2:9][C:10]([C:21](=[O:22])[OH:23])=[N:11][N:12]2[c:13]2[c:14]([Cl:20])[cH:15][c:16]([Cl:19])[cH:17][cH:18]2)[cH:6][cH:7]1>>[Cl:1][c:2]1[cH:3][cH:4][c:5]([CH:8]2[CH2:9][C:10]([C:21]([O:22][CH3:24])=[O:23])=[N:11][N:12]2[c:13]2[c:14]([Cl:20])[cH:15][c:16]([Cl:19])[cH:17][cH:18]2)[cH:6][cH:7]1. Reactants: ClC1=CC=C(C=C1)S(=O)(=O)NC1CCC=2N(C3=CC(=CC(=C3C2C1)F)F)CCC#N (3-(4-Chlorophenylsulphonamido)-9-(2-cyanoethyl)-5,7-difluoro-1,2,3,4-tetrahydrocarbazole), C(C)O (ethanol), [OH-].[Na+] (sodium hydroxide). Yields the product ClC1=CC=C(C=C1)S(=O)(=O)NC1CCC=2N(C3=CC(=CC(=C3C2C1)F)F)CCC(=O)O (3-(4-Chlorophenylsulphonamido)-9-(2-carboxyethyl)-5,7-difluoro-1,2,3,4-tetrahydrocarbazole). As a reaction SMILES: [Cl:1][C:2]1[CH:7]=[CH:6][C:5]([S:8]([NH:11][CH:12]2[CH2:24][C:23]3[C:22]4[C:17](=[CH:18][C:19]([F:26])=[CH:20][C:21]=4[F:25])[N:16]([CH2:27]CC#N)[C:15]=3[CH2:14][CH2:13]2)(=[O:10])=[O:9])=[CH:4][CH:3]=1.[OH-:31].[Na+].[CH2:33]([OH:35])[CH3:34]>>[Cl:1][C:2]1[CH:7]=[CH:6][C:5]([S:8]([NH:11][CH:12]2[CH2:24][C:23]3[C:22]4[C:17](=[CH:18][C:19]([F:26])=[CH:20][C:21]=4[F:25])[N:16]([CH2:27][CH2:34][C:33]([OH:31])=[O:35])[C:15]=3[CH2:14][CH2:13]2)(=[O:10])=[O:9])=[CH:4][CH:3]=1 |f:1.2|. Procedure details: 3.05 g (6.8 mmol) of the compound from Example III are dissolved in 20 ml of ethanol, 100 ml of 10% strength sodium hydroxide solution are added, and the mixture is then stirred under reflux for 16 hours. The cooled batch is extracted by shaking twice using 50 ml of methylene chloride each time, and a pH of 1 is established at 0° C., using 6 N hydrochloric acid. The precipitate which has separated out is filtered off with suction, washed with water to neutrality, dried in a high vacuum over phos... The reactants are COC(=O)c1cccc2c1nc(C(C)(C)C)n2CO[SiH](c1ccccc1)c1ccccc1, [I-], [Li+], c1ccncc1. The product is CC(C)(C)c1nc2c(C(=O)O)cccc2n1CO[SiH](c1ccccc1)c1ccccc1. Reaction SMILES: [C:1]([CH3:2])([CH3:3])([CH3:4])[c:5]1[n:6][c:7]2[c:8]([n:9]1[CH2:10][O:11][SiH:12]([c:13]1[cH:14][cH:15][cH:16][cH:17][cH:18]1)[c:19]1[cH:20][cH:21][cH:22][cH:23][cH:24]1)[cH:25][cH:26][cH:27][c:28]2[C:29](=[O:30])[O:31][CH3:32].[I-:33].[Li+:34].[cH:35]1[cH:36][cH:37][n:38][cH:39][cH:40]1>>[C:1]([CH3:2])([CH3:3])([CH3:4])[c:5]1[n:6][c:7]2[c:8]([n:9]1[CH2:10][O:11][SiH:12]([c:13]1[cH:14][cH:15][cH:16][cH:17][cH:18]1)[c:19]1[cH:20][cH:21][cH:22][cH:23][cH:24]1)[cH:25][cH:26][cH:27][c:28]2[C:29](=[O:30])[OH:31]. The reactants are C(C)(=O)OC(C)=O (acetic anhydride), C(C)(=O)NC1=C2C=CC(=NC2=CC=C1F)C (5-acetamido-6-fluoroquinaldine). The reagents and catalysts are [Pt] (platinum on charcoal), [Pd] (palladium on charcoal). The product is C(C)(=O)NC1=C2CCC(NC2=CC=C1F)C (5-acetamido-6-fluorotetrahydroquinaldine). As a reaction SMILES: C(OC(=O)C)(=O)C.[C:8]([NH:11][C:12]1[C:21]([F:22])=[CH:20][CH:19]=[C:18]2[C:13]=1[CH:14]=[CH:15][C:16]([CH3:23])=[N:17]2)(=[O:10])[CH3:9]>[Pd].[Pt]>[C:8]([NH:11][C:12]1[C:21]([F:22])=[CH:20][CH:19]=[C:18]2[C:13]=1[CH2:14][CH2:15][CH:16]([CH3:23])[NH:17]2)(=[O:10])[CH3:9]. Procedure details: The nitro group is reduced catalytically, for example, in the presence of palladium on charcoal. If this reaction is carried out in the presence of acetic anhydride, the product is the compound 5-acetamido-6-fluoroquinaldine. This intermediate is further reduced catalytically in the presence of platinum on charcoal to provide the compound 5-acetamido-6-fluorotetrahydroquinaldine.